Dataset: the Open Reaction Database (ORD), a public repository of structured organic reaction records. Task: describe an organic reaction: reactants, conditions, products, and yield Starting materials: C1CCOC1, [Na+], [OH-], CCCCCC=CCC=CCC=CCC=CCCCC(=O)Nc1ccc(O)c(C(=O)OC)c1. Product: CCCCCC=CCC=CCC=CCC=CCCCC(=O)Nc1ccc(O)c(C(=O)O)c1. As a reaction SMILES: [CH2:34]1[O:35][CH2:36][CH2:37][CH2:38]1.[Na+:40].[OH-:39].[OH:1][c:2]1[c:3]([C:4](=[O:5])[O:6][CH3:7])[cH:8][c:9]([NH:12][C:13]([CH2:14][CH2:15][CH2:16][CH:17]=[CH:18][CH2:19][CH:20]=[CH:21][CH2:22][CH:23]=[CH:24][CH2:25][CH:26]=[CH:27][CH2:28][CH2:29][CH2:30][CH2:31][CH3:32])=[O:33])[cH:10][cH:11]1>>[OH:1][c:2]1[c:3]([C:4](=[O:5])[OH:6])[cH:8][c:9]([NH:12][C:13]([CH2:14][CH2:15][CH2:16][CH:17]=[CH:18][CH2:19][CH:20]=[CH:21][CH2:22][CH:23]=[CH:24][CH2:25][CH:26]=[CH:27][CH2:28][CH2:29][CH2:30][CH2:31][CH3:32])=[O:33])[cH:10][cH:11]1. RXN SMILES: [N:1]1([C:7]([O:9][C:10]([CH3:13])([CH3:12])[CH3:11])=[O:8])[CH2:6][CH2:5][NH:4][CH2:3][CH2:2]1.Cl[CH2:15][CH2:16][CH2:17][C:18]([O:20][CH2:21][CH3:22])=[O:19].C(=O)([O-])[O-].[K+].[K+].C(OCC)(=O)C.CCCCCC>CN(C)C=O.C(=O)(O)[O-].[Na+]>[C:18]([CH2:17][CH2:16][CH2:15][N:4]1[CH2:5][CH2:6][N:1]([C:7]([O:9][C:10]([CH3:13])([CH3:12])[CH3:11])=[O:8])[CH2:2][CH2:3]1)([O:20][CH2:21][CH3:22])=[O:19] |f:2.3.4,5.6,8.9|. Procedure: Combine t-butyl 1-piperazinecarboxylate (10.7 g, 57.5 mmol), ethyl 4-chlorobutyrate (10.4 mL), and potassium carbonate (8 g) in dimethylformamide (60 mL). Heat at reflux. After 4.5, hours, cool the reaction, dilute with an aqueous solution of sodium bicarbonate, and extract twice with diethyl ether (200 mL). Combine the organic layers and extract with a 1 M aqueous solution of hydrochloric acid. Adjust the pH of the aqueous layer to basic using sodium bicarbonate and then extract twice with diet... Solvent: C([O-])(O)=O.[Na+] (sodium bicarbonate), CN(C=O)C (dimethylformamide). Product: C(=O)(OCC)CCCN1CCN(CC1)C(=O)OC(C)(C)C (t-butyl 4-carboethoxypropyl-1-piperazinecaboxylate). The reactants are N1(CCNCC1)C(=O)OC(C)(C)C (t-butyl 1-piperazinecarboxylate), ClCCCC(=O)OCC (ethyl 4-chlorobutyrate), C([O-])([O-])=O.[K+].[K+] (potassium carbonate), C(C)(=O)OCC.CCCCCC (ethyl acetate hexane), C(C)(=O)OCC.CCCCCC (ethyl acetate hexane), C(C)(=O)OCC.CCCCCC (ethyl acetate hexane).